The task is: describe an organic reaction: reactants, conditions, products, and yield. This data is from the Open Reaction Database (ORD), a public repository of structured organic reaction records. The solvent is C(C)(=O)OCC (ethyl acetate). Conditions: time 1 hour. Product: NCCCN1CCC(CC1)(C1=C(C=CC=C1)C)C#N (N-(3-aminopropyl)-4-cyano-4-(o-tolyl)piperidine). Reaction SMILES: C(OC([NH:8][CH2:9][CH2:10][CH2:11][N:12]1[CH2:17][CH2:16][C:15]([C:25]#[N:26])([C:18]2[CH:23]=[CH:22][CH:21]=[CH:20][C:19]=2[CH3:24])[CH2:14][CH2:13]1)=O)(C)(C)C.Cl.CCOC(C)=O>C(OCC)(=O)C>[NH2:8][CH2:9][CH2:10][CH2:11][N:12]1[CH2:13][CH2:14][C:15]([C:25]#[N:26])([C:18]2[CH:23]=[CH:22][CH:21]=[CH:20][C:19]=2[CH3:24])[CH2:16][CH2:17]1 |f:1.2|. Procedure: A solution of 25 (7.90 g, 22.0 mmol) in ethyl acetate (200 mL) was cooled to 0° C. and treated with sat'd HCl/EtOAc solution (200 mL). The mixture was stirred at room temperature (1 h). The solvent was partially removed in vacuo and the mixture diluted with ethyl acetate and sodium carbonate solution. The aqueous layer was extracted with two additional portions of ethyl acetate and three portions of dichloromethane. The combined organic extracts were washed with brine, dried over Na2SO4, and con... Reactants: C(C)(C)(C)OC(=O)NCCCN1CCC(CC1)(C1=C(C=CC=C1)C)C#N (N -(3-tert-butoxycarbonylaminopropyl)-4-cyano-4-(o-tolyl)piperidine), Cl.CCOC(=O)C (HCl EtOAc). The reactants are COCOC1=CC=C(C=C1)C(CC#N)C=1C=NC=CC1 (3-(4-methoxymethyloxyphenyl)-3-(3-pyridyl)propionitrile), [H][H] (hydrogen). The reagents and catalysts are [Ni] (Raney nickel). The solvent is CO (methanol). Product: COCOC1=CC=C(C=C1)C(CCN)C=1C=NC=CC1 (3-(4-methoxymethyloxyphenyl)-3-(3-pyridyl)propylamine). Isolated yield 89.4%. Reaction SMILES: [CH3:1][O:2][CH2:3][O:4][C:5]1[CH:10]=[CH:9][C:8]([CH:11]([C:15]2[CH:16]=[N:17][CH:18]=[CH:19][CH:20]=2)[CH2:12][C:13]#[N:14])=[CH:7][CH:6]=1.[H][H]>[Ni].CO>[CH3:1][O:2][CH2:3][O:4][C:5]1[CH:6]=[CH:7][C:8]([CH:11]([C:15]2[CH:16]=[N:17][CH:18]=[CH:19][CH:20]=2)[CH2:12][CH2:13][NH2:14])=[CH:9][CH:10]=1. Procedure details: An appropriate amount of Raney nickel was suspended in 15 ml of saturated ammonical methanol solution, 0.54 g of 3-(4-methoxymethyloxyphenyl)-3-(3-pyridyl)propionitrile was added to the suspension and the mixture was stirred for 18 hours under 15 atmospheric pressure in an atmosphere of hydrogen. The resulting reaction mixture was filtered and the filtrate was concentrated under a reduced pressure. The thus prepared residue was subjected to silica gel column chromatography to obtain 0.49 g of 3-... Starting materials: Cc1cccnc1Nc1nc2cc(C(=O)Nc3ccc4cn[nH]c4c3)c(N3CCC(NC(=O)OC(C)(C)C)CC3)cc2[nH]1, Cl, C1COCCO1. Yields the product Cl, Cc1cccnc1Nc1nc2cc(C(=O)Nc3ccc4cn[nH]c4c3)c(N3CCC(N)CC3)cc2[nH]1. RXN SMILES: [C:1]([O:2][C:3](=[O:4])[NH:7][CH:8]1[CH2:9][CH2:10][N:11]([c:14]2[cH:15][c:16]3[c:17]([n:18][c:19]([NH:21][c:22]4[n:23][cH:24][cH:25][cH:26][c:27]4[CH3:28])[nH:20]3)[cH:29][c:30]2[C:31]([NH:32][c:33]2[cH:34][cH:35][c:36]3[cH:37][n:38][nH:39][c:40]3[cH:41]2)=[O:42])[CH2:12][CH2:13]1)([CH3:5])([CH3:6])[CH3:43].[ClH:44].[O:45]1[CH2:46][CH2:47][O:48][CH2:49][CH2:50]1>>[ClH:44].[NH2:7][CH:8]1[CH2:9][CH2:10][N:11]([c:14]2[cH:15][c:16]3[c:17]([n:18][c:19]([NH:21][c:22]4[n:23][cH:24][cH:25][cH:26][c:27]4[CH3:28])[nH:20]3)[cH:29][c:30]2[C:31]([NH:32][c:33]2[cH:34][cH:35][c:36]3[cH:37][n:38][nH:39][c:40]3[cH:41]2)=[O:42])[CH2:12][CH2:13]1.